Dataset: the Open Reaction Database (ORD), a public repository of structured organic reaction records. Task: describe an organic reaction: reactants, conditions, products, and yield Starting materials: C(O)([O-])=O.[Na+] (sodium hydrogencarbonate), IC=1C(=NC(=NC1)NC=1C=C(C#N)C=CC1)NC (3-((5-iodo-4-(methylamino)pyrimidin-2-yl)amino)benzonitrile), C(#C)[C@H]1C[C@H](CCC1)NC([C@H](C)N(C(OC(C)(C)C)=O)C)=O (tert-butyl ((S)-1-(((1S,3R)-3-ethynylcyclohexyl)amino)-1-oxopropan-2-yl)(methyl)carbamate), CN(C=O)C (N,N-dimethylformamide). The reagents and catalysts are Cl[Pd]([P](C1=CC=CC=C1)(C2=CC=CC=C2)C3=CC=CC=C3)([P](C4=CC=CC=C4)(C5=CC=CC=C5)C6=CC=CC=C6)Cl (bis(triphenylphosphine)palladium(II) dichloride), [Cu]I (copper(I) iodide). Solvent: C(C)(=O)OCC (ethyl acetate), C(C)N(CC)CC (triethylamine). Conditions: time 4 hour. The product is C(#N)C=1C=C(C=CC1)NC1=NC=C(C(=N1)NC)C#C[C@H]1C[C@H](CCC1)NC([C@H](C)N(C(OC(C)(C)C)=O)C)=O (tert-butyl ((S)-1-(((1S,3R)-3-((2-((3-cyanophenyl)amino)-4-(methylamino)pyrimidin-5-yl)ethynyl)cyclohexyl)amino)-1-oxopropan-2-yl)(methyl)carbamate). Reaction SMILES: I[C:2]1[C:3]([NH:17][CH3:18])=[N:4][C:5]([NH:8][C:9]2[CH:10]=[C:11]([CH:14]=[CH:15][CH:16]=2)[C:12]#[N:13])=[N:6][CH:7]=1.[C:19]([C@@H:21]1[CH2:26][CH2:25][CH2:24][C@H:23]([NH:27][C:28](=[O:40])[C@@H:29]([N:31]([CH3:39])[C:32](=[O:38])[O:33][C:34]([CH3:37])([CH3:36])[CH3:35])[CH3:30])[CH2:22]1)#[CH:20].CN(C)C=O.C(=O)([O-])O.[Na+]>Cl[Pd](Cl)([P](C1C=CC=CC=1)(C1C=CC=CC=1)C1C=CC=CC=1)[P](C1C=CC=CC=1)(C1C=CC=CC=1)C1C=CC=CC=1.[Cu]I.C(OCC)(=O)C.C(N(CC)CC)C>[C:12]([C:11]1[CH:10]=[C:9]([NH:8][C:5]2[N:4]=[C:3]([NH:17][CH3:18])[C:2]([C:20]#[C:19][C@@H:21]3[CH2:26][CH2:25][CH2:24][C@H:23]([NH:27][C:28](=[O:40])[C@@H:29]([N:31]([CH3:39])[C:32](=[O:38])[O:33][C:34]([CH3:35])([CH3:37])[CH3:36])[CH3:30])[CH2:22]3)=[CH:7][N:6]=2)[CH:16]=[CH:15][CH:14]=1)#[N:13] |f:3.4,^1:53,72|. Procedure details: To 3-((5-iodo-4-(methylamino)pyrimidin-2-yl)amino)benzonitrile (F219, 30 mg), tert-butyl ((S)-1-(((1S,3R)-3-ethynylcyclohexyl)amino)-1-oxopropan-2-yl)(methyl)carbamate (U2, 39.5 mg), bis(triphenylphosphine)palladium(II) dichloride (5.96 mg) and copper(I) iodide (3.24 mg), N,N-dimethylformamide (1 mL) and triethylamine (59 μL) were added at room temperature, and the mixture was stirred at the same temperature for 4 hours. To the reaction mixture, saturated aqueous sodium hydrogencarbonate and eth...